Dataset: the Open Reaction Database (ORD), a public repository of structured organic reaction records. Task: describe an organic reaction: reactants, conditions, products, and yield Reactants: C(C)(C)(C)OC1=CC(=NC2=CC=CC=C12)C1=CC2=CC=CC=C2C=C1 (4-(tert-butoxy)-2-(2-naphthyl)quinoline), C1(=CC=C(C=C1)S(=O)(=O)O)C (p-toluenesulfonic acid). The solvent is C1CCOC1 (THF). Conditions: temperature 0 celsius. The product is C1(=CC=C(C=C1)S(=O)(=O)[O-])C.OC1=CC(=[NH+]C2=CC=CC=C12)C1=CC2=CC=CC=C2C=C1 (4-Hydroxy-2-(2-naphthyl)quinolinium p-toluenesulfonate). As a reaction SMILES: C([O:5][C:6]1[C:15]2[C:10](=[CH:11][CH:12]=[CH:13][CH:14]=2)[N:9]=[C:8]([C:16]2[CH:25]=[CH:24][C:23]3[C:18](=[CH:19][CH:20]=[CH:21][CH:22]=3)[CH:17]=2)[CH:7]=1)(C)(C)C.[C:26]1([CH3:36])[CH:31]=[CH:30][C:29]([S:32]([OH:35])(=[O:34])=[O:33])=[CH:28][CH:27]=1>C1COCC1>[C:26]1([CH3:36])[CH:27]=[CH:28][C:29]([S:32]([O-:35])(=[O:33])=[O:34])=[CH:30][CH:31]=1.[OH:5][C:6]1[C:15]2[C:10](=[CH:11][CH:12]=[CH:13][CH:14]=2)[NH+:9]=[C:8]([C:16]2[CH:25]=[CH:24][C:23]3[C:18](=[CH:19][CH:20]=[CH:21][CH:22]=3)[CH:17]=2)[CH:7]=1 |f:3.4|. Procedure details: A solution of crude compound 4 (6.5 g, 20 mmol) and p-toluenesulfonic acid (6.0 g, 30 mmol) in THF (150 mL) was heated under reflux for 4 h and then cooled to 0° C., the precipitate of 6 was filtered off and crystallized from methanol: yield 8.0 g (93%); mp 223-225° C.; 1H NMR (DMSO-d6) δ2.28 (s, 3), 7.10 (d, J=8 Hz, 2 H), 7.28 (s, 1 H), 7.50 (d, J=8 Hz, 2 H), 7.71 (m, 3 H), 8.0-8.215 (m, 6 H), 8.33 (d, J=8 Hz, 1 H), 8.61 (s, 1 H). Anal. Calcd for C26H21NO4S: C, 70.40; H, 4.77; N, 3.16. Found: C... Reactants: C#CC1=CC=C(C=C1)O (poly(p-hydroxystyrene)), ( 3 ), ( 1 ), C(C)OC=C (ethylvinyl ether). Product: C(C)OCCOC1=CC=C(C=C)C=C1.OC1=CC=C(C=C)C=C1 (p-1-ethoxyethoxystyrene p-hydroxystyrene). Reaction SMILES: [CH:1]#[C:2][C:3]1[CH:8]=[CH:7][C:6]([OH:9])=[CH:5][CH:4]=1.[CH2:10]([O:12][CH:13]=[CH2:14])[CH3:11]>>[CH2:10]([O:12][CH2:13][CH2:14][O:9][C:6]1[CH:7]=[CH:8][C:3]([CH:2]=[CH2:1])=[CH:4][CH:5]=1)[CH3:11].[OH:9][C:6]1[CH:7]=[CH:8][C:3]([CH:2]=[CH2:1])=[CH:4][CH:5]=1 |f:2.3|. Reported procedure: Using 8 g of poly(p-hydroxystyrene) obtained according to (1) of Preparation Example 6 and 2.4 g of ethylvinyl ether, reaction and after-treatments were carried out according to (3) of Preparation Example 1 to give 9.2 g of poly(p-1-ethoxyethoxystyrene/p-hydroxystyrene) as faintly brown-tinted powdery crystal. P-1-ethoxyethoxystyrene unit/p-hydroxystyrene unit molar ratio in the polymer≈38:62 (1H NMR). Mw≈18,500; Mw/Mn=1.88 (GPC with polystyrene calibration). Reactants: BrCCCOC1=CC=C(C=C1)C=1C2=C(SC1)C=CC=C2 (3-[4-(3-bromo-propoxy)-phenyl]-benzo[b]thiophene), FC1=C(CN)C=CC=C1 (2-fluorobenzylamine), C([O-])([O-])=O.[K+].[K+] (potassium carbonate). The solvent is C(C)#N (acetonitrile). Yields the product S1C2=C(C(=C1)C1=CC=C(OCCCNCC3=C(C=CC=C3)F)C=C1)C=CC=C2 ([3-(4-benzo[b]thiophen-3-yl-phenoxy)-propyl]-(2-fluoro-benzyl)-amine). Reaction SMILES: Br[CH2:2][CH2:3][CH2:4][O:5][C:6]1[CH:11]=[CH:10][C:9]([C:12]2[C:13]3[CH:20]=[CH:19][CH:18]=[CH:17][C:14]=3[S:15][CH:16]=2)=[CH:8][CH:7]=1.[F:21][C:22]1[CH:29]=[CH:28][CH:27]=[CH:26][C:23]=1[CH2:24][NH2:25].C(=O)([O-])[O-].[K+].[K+]>C(#N)C>[S:15]1[CH:16]=[C:12]([C:9]2[CH:10]=[CH:11][C:6]([O:5][CH2:4][CH2:3][CH2:2][NH:25][CH2:24][C:23]3[CH:26]=[CH:27][CH:28]=[CH:29][C:22]=3[F:21])=[CH:7][CH:8]=2)[C:13]2[CH:20]=[CH:19][CH:18]=[CH:17][C:14]1=2 |f:2.3.4|. Procedure details: The title compound is prepared from 3-[4-(3-bromo-propoxy)-phenyl]-benzo[b]thiophene, 2-fluorobenzylamine, potassium carbonate and acetonitrile essentially as described above in Example 118. Purity by LC/MS=100%, [M+H]+=392. Starting materials: [NH4+].[OH-] (NH4OH), CN1[C@H]2CC[C@@H]1C(=CC2)C(=O)OC (anhydroecgonine methyl ester), CC1=C(C=CC=C1)[Mg]Br ((methylphenyl) magnesium bromide), FC(C(=O)O)(F)F (trifluoroacetic acid), Cl (HCl). The solvent is CCOCC (ether), CCOCC (ether), O (water). Conditions: temperature -78 celsius, time 3 hour. Yields the product [C@H]12CCC[C@H](CC1)N2C (tropane). Isolated yield 30.0%. Reaction SMILES: [CH3:1][N:2]1[C@H:6]2[C:7](C(OC)=O)=[CH:8][CH2:9][C@@H:3]1[CH2:4][CH2:5]2.CC1C=CC=CC=1[Mg]Br.FC(F)(F)C(O)=O.Cl.[NH4+].[OH-]>CCOCC.O>[C@@H:3]12[N:2]([CH3:1])[C@@H:6]([CH2:5][CH2:4]1)[CH2:7][CH2:8][CH2:9]2 |f:4.5|. Reported procedure: The anhydroecgonine methyl ester 1 (leq.) is dissolved in 25 ml of anhydrous ether and then added to 5 eq. of (methylphenyl) magnesium bromide at −40° C. After 3 hours of mechanical stirring, the mixture is cooled to −78° C. and treated drop by drop with a solution of 5 ml of trifluoroacetic acid diluted in 25 ml of anhydrous ether. After one hour's stirring, the mixture is brought to 0° C. and then treated with 70 ml of water and 26 ml of concentrated HCl. The aqueous phase is then treated with... Starting materials: C1(CC1)N(C(=O)[C@@H]1NCCC1)C ((R)-pyrrolidine-2-carboxylic acid cyclopropyl-methyl-amide), B (borane), Cl (HCl). Solvent: C1CCOC1 (THF). The product is C1(CC1)N(C[C@@H]1NCCC1)C (cyclopropyl-methyl-(R)-1-pyrrolidin-2-ylmethyl-amine). As a reaction SMILES: [CH:1]1([N:4]([CH3:12])[C:5]([C@H:7]2[CH2:11][CH2:10][CH2:9][NH:8]2)=O)[CH2:3][CH2:2]1.B.Cl>C1COCC1>[CH:1]1([N:4]([CH3:12])[CH2:5][C@H:7]2[CH2:11][CH2:10][CH2:9][NH:8]2)[CH2:3][CH2:2]1. Procedure details: To a solution of (R)-pyrrolidine-2-carboxylic acid cyclopropyl-methyl-amide (540 mg, 3.21 mmol) in THF (5 mL) at 0° C. was added borane (6.4 mL, 2 eq., 1 M in THF) dropwise. The mixture was allowed to warm up to rt then heated to reflux for 24 hours. The cooled reaction was acidified with HCl and heated at 75° C. for 10 mins. The mixture was concentrated, basified with 2N NaOH and extracted with 10% methanol in DCM. The combined DCM was dried and concentrated to give cyclopropyl-methyl-(R)-1-pyr...